Dataset: the Open Reaction Database (ORD), a public repository of structured organic reaction records. Task: describe an organic reaction: reactants, conditions, products, and yield The reactants are [N+](=O)([O-])C=1C=NNC1 (4-nitro-1H-pyrazole), ClCC(=O)NC1=NC=C(C(=N1)OC)OC (2-chloro-N-(4,5-dimethoxypyrimidin-2-yl)acetamide), C(=O)([O-])[O-].[Cs+].[Cs+] (Cs2CO3), CC#N (MeCN). Solvent: C(Cl)Cl (DCM). Reaction conditions: temperature 80 celsius. Product: COC1=NC(=NC=C1OC)NC(CN1N=CC(=C1)[N+](=O)[O-])=O (N-(4,5-dimethoxypyrimidin-2-yl)-2-(4-nitro-1H-pyrazol-1-yl)acetamide). RXN SMILES: [N+:1]([C:4]1[CH:5]=[N:6][NH:7][CH:8]=1)([O-:3])=[O:2].Cl[CH2:10][C:11]([NH:13][C:14]1[N:19]=[C:18]([O:20][CH3:21])[C:17]([O:22][CH3:23])=[CH:16][N:15]=1)=[O:12].C([O-])([O-])=O.[Cs+].[Cs+].CC#N>C(Cl)Cl>[CH3:21][O:20][C:18]1[C:17]([O:22][CH3:23])=[CH:16][N:15]=[C:14]([NH:13][C:11](=[O:12])[CH2:10][N:6]2[CH:5]=[C:4]([N+:1]([O-:3])=[O:2])[CH:8]=[N:7]2)[N:19]=1 |f:2.3.4|. Procedure: A flask was charged with 4-nitro-1H-pyrazole (A) (317 mg, 2.8 mmol), 2-chloro-N-(4,5-dimethoxypyrimidin-2-yl)acetamide (2.26 mmol), Cs2CO3 (1.0 g, 3.09 mmol) and MeCN (9.0 mL). The resulting reaction mixture was stirred at reflux (80° C.) for 1 h, then allowed to reach rt. The mixture was diluted with DCM, filtered, the filter cake was washed with DCM. The filtercake was redisolved in DCM and water, the org. layer was separated and the aq. layer was extracted with DCM (2×). The combined org. lay...